describe an organic reaction: reactants, conditions, products, and yield From a dataset of the Open Reaction Database (ORD), a public repository of structured organic reaction records. Reactants: [OH-].[Na+] (sodium hydroxide), C1(CCCCCN1)=O (ε-caprolactam), [OH-].[Na+] (sodium hydroxide), C(C)C(C(=O)Cl)CCCC (2-ethylhexanoic acid chloride), [OH-].[Na+] (sodium hydroxide). Solvent: O (water). Run at temperature 20 celsius. Product: C(C)C(C(=O)C(C(=O)O)CCCCN)CCCC (2-Ethylhexanoyl-ε-aminocaproic acid). Reaction SMILES: [C:1]1(=[O:8])[NH:7][CH2:6][CH2:5][CH2:4][CH2:3][CH2:2]1.[OH-:9].[Na+].[CH2:11]([CH:13]([CH2:17][CH2:18][CH2:19][CH3:20])[C:14](Cl)=[O:15])[CH3:12]>O>[CH2:11]([CH:13]([CH2:17][CH2:18][CH2:19][CH3:20])[C:14]([CH:2]([CH2:3][CH2:4][CH2:5][CH2:6][NH2:7])[C:1]([OH:8])=[O:9])=[O:15])[CH3:12] |f:1.2|. Procedure: 113 g (1.0 mol) of ε-caprolactam are dissolved in 200 ml of water, and refluxed for 4 hours with 120 g (1.0 mol) of 33% sodium hydroxide solution. The batch is cooled to 20° C., and 158.4 g (0.975 mol) of 2-ethylhexanoic acid chloride as well as simultaneously about 120 g of 33% sodium hydroxide solution (for maintaining a pH of 12) are added dropwise within 1 hour at 20°-25° C. The solution is further stirred until no sodium hydroxide solution is consumed any longer, and subsequently acidified ...